From a dataset of the Open Reaction Database (ORD), a public repository of structured organic reaction records. describe an organic reaction: reactants, conditions, products, and yield Starting materials: NC1=CC(=C(OC2=C3C(=NC=C2)C=C(S3)C3=CC=C(C=C3)C(=O)N3CCCC3)C=C1)F ((4-(7-(4-amino-2-fluorophenoxy)thieno[3,2-b]pyridin-2-yl)phenyl)(pyrrolidin-1-yl)methanone), C(C)(C)N=C=O (isopropyl isocyanate). Run in C(Cl)Cl (DCM). The product is FC=1C=C(C=CC1OC1=C2C(=NC=C1)C=C(S2)C2=CC=C(C=C2)C(=O)N2CCCC2)NC(=O)NC(C)C (1-(3-fluoro-4-(2-(4-(pyrrolidine-1-carbonyl)phenyl)thieno[3,2-b]pyridin-7-yloxy)phenyl)-3-isopropylurea). As a reaction SMILES: [NH2:1][C:2]1[CH:30]=[CH:29][C:5]([O:6][C:7]2[CH:12]=[CH:11][N:10]=[C:9]3[CH:13]=[C:14]([C:16]4[CH:21]=[CH:20][C:19]([C:22]([N:24]5[CH2:28][CH2:27][CH2:26][CH2:25]5)=[O:23])=[CH:18][CH:17]=4)[S:15][C:8]=23)=[C:4]([F:31])[CH:3]=1.[CH:32]([N:35]=[C:36]=[O:37])([CH3:34])[CH3:33]>C(Cl)Cl>[F:31][C:4]1[CH:3]=[C:2]([NH:1][C:36]([NH:35][CH:32]([CH3:34])[CH3:33])=[O:37])[CH:30]=[CH:29][C:5]=1[O:6][C:7]1[CH:12]=[CH:11][N:10]=[C:9]2[CH:13]=[C:14]([C:16]3[CH:17]=[CH:18][C:19]([C:22]([N:24]4[CH2:28][CH2:27][CH2:26][CH2:25]4)=[O:23])=[CH:20][CH:21]=3)[S:15][C:8]=12. Procedure details: To a solution of 126 (150 mg, 0.346 mmol) in DCM (7 mL) was added isopropyl isocyanate (265 mg, 3.11 mmol) and the reaction mixture was heated to reflux for 8 hours. The mixture was cooled to RT and concentrated. Purification by column chromatography (EtOAc) afforded the title compound 128 which was further triturated with Et2O (90 mg, 50% yield) as a white solid. 1H NMR (400 MHz, DMSO-d6) δ (ppm): 8.69 (s, 1H), 8.50 (d, J=5.28 Hz, 1H), 8.49 (s, 1H), 7.93 (d, J=8.41 Hz, 2H), 7.70 (m, 1H), 7.63 (... The reactants are CN1C(N(C2=C(C1=O)C(=C(S2)CC2=C(C=CC=C2)C(F)(F)F)CCC(=O)O)CC(C)C)=O (1,2,3,4-Tetrahydro-3-methyl-1-(2-methylpropyl)-2,4-dioxo-6-[[2-(trifluoromethyl)phenyl]methyl]-thieno[2,3-d]pyrimidine-5-propanoic acid), LiA1H(OtBu)3. Solvent: O1CCCC1 (tetrahydrofuran). Conditions: temperature 55 celsius. The product is CCCC(C)C (isohexane), OCCCC1=C(SC=2N(C(N(C(C21)=O)C)=O)CC(C)C)CC2=C(C=CC=C2)C(F)(F)F (5-(3-Hydroxypropyl)-3-methyl-1-(2-methylpropyl)-6-[[2-(trifluoromethyl)phenyl]methyl]-thieno[2,3-d]pyrimidine-2,4(1H,3H)-dione). Isolated yield 119.9%. RXN SMILES: [CH3:1][N:2]1[C:7](=[O:8])[C:6]2[C:9]([CH2:23][CH2:24][C:25](O)=[O:26])=[C:10]([CH2:12][C:13]3[CH:18]=[CH:17][CH:16]=[CH:15][C:14]=3[C:19]([F:22])([F:21])[F:20])[S:11][C:5]=2[N:4]([CH2:28][CH:29]([CH3:31])[CH3:30])[C:3]1=[O:32]>O1CCCC1>[CH3:12][CH2:10][CH2:9][CH:6]([CH3:7])[CH3:5].[OH:26][CH2:25][CH2:24][CH2:23][C:9]1[C:6]2[C:7](=[O:8])[N:2]([CH3:1])[C:3](=[O:32])[N:4]([CH2:28][CH:29]([CH3:31])[CH3:30])[C:5]=2[S:11][C:10]=1[CH2:12][C:13]1[CH:18]=[CH:17][CH:16]=[CH:15][C:14]=1[C:19]([F:20])([F:21])[F:22]. Procedure: The product of Example 28 (674 mg) was dissolved in tetrahydrofuran (20 ml) and LiA1H(OtBu)3 (4 ml of 1M solution in tetrahydrofuran) was added. The mixture was heated at 55° C. under an atmosphere of nitrogen for 17 hrs. The reaction was quenched with water, concentrated in vacuo and purified via chromatography, eluting with 1:1 diethyl ether:isohexane to give the title compound (392 mg). Starting materials: C(C)N1CC(N(CC1)C1=CC(=CC=C1)[N+](=O)[O-])=O (4-ethyl-1-(3-nitro-phenyl)-piperazin-2-one), ClC1=NN2C(C(=CC=C2)C2=CC=C(C=C2)S(=O)(=O)C)=N1 (2-chloro-8-(4-methanesulfonyl-phenyl)-[1,2,4]triazolo[1,5-a]pyridine), NC=1C=C(C=CC1)N1C(CN(CC1)CC)=O (1-(3-amino-phenyl)-4-ethyl-piperazin-2-one), C1(CCCCC1)P(C1=C(C=CC=C1)C1=C(C=CC=C1)P(C1CCCCC1)C1CCCCC1)C1CCCCC1 (2,2′-bis-dicyclohexylphosphanyl-biphenyl). Yields the product NC=1C=C(C=CC1)N1C(CN(CC1)CC)=O (1-(3-Amino-phenyl)-4-ethyl-piperazin-2-one), C(C)N1CC(N(CC1)C1=CC(=CC=C1)NC1=NN2C(C(=CC=C2)C2=CC=C(C=C2)S(=O)(=O)C)=N1)=O (4-Ethyl-1-{3-[8-(4-methanesulfonyl-phenyl)-[1,2,4]triazolo[1,5-a]pyridin-2-ylamino]-phenyl}-piperazin-2-one), solid. Yield: 37.0%. As a reaction SMILES: [CH2:1]([N:3]1[CH2:8][CH2:7][N:6]([C:9]2[CH:14]=[CH:13][CH:12]=[C:11]([N+:15]([O-])=O)[CH:10]=2)[C:5](=[O:18])[CH2:4]1)[CH3:2].Cl[C:20]1[N:38]=[C:23]2[C:24]([C:28]3[CH:33]=[CH:32][C:31]([S:34]([CH3:37])(=[O:36])=[O:35])=[CH:30][CH:29]=3)=[CH:25][CH:26]=[CH:27][N:22]2[N:21]=1.[NH2:39][C:40]1[CH:41]=[C:42]([N:46]2[CH2:51][CH2:50][N:49]([CH2:52][CH3:53])[CH2:48][C:47]2=[O:54])[CH:43]=[CH:44][CH:45]=1.C1(P(C2CCCCC2)C2C=CC=CC=2C2C=CC=CC=2P(C2CCCCC2)C2CCCCC2)CCCCC1>>[NH2:15][C:11]1[CH:10]=[C:9]([N:6]2[CH2:7][CH2:8][N:3]([CH2:1][CH3:2])[CH2:4][C:5]2=[O:18])[CH:14]=[CH:13][CH:12]=1.[CH2:52]([N:49]1[CH2:50][CH2:51][N:46]([C:42]2[CH:43]=[CH:44][CH:45]=[C:40]([NH:39][C:20]3[N:38]=[C:23]4[C:24]([C:28]5[CH:33]=[CH:32][C:31]([S:34]([CH3:37])(=[O:36])=[O:35])=[CH:30][CH:29]=5)=[CH:25][CH:26]=[CH:27][N:22]4[N:21]=3)[CH:41]=2)[C:47](=[O:54])[CH2:48]1)[CH3:53]. Reported procedure: 205 a) 1-(3-nitro-phenyl)-piperazin-2-one was prepared from piperazin-2-one (1.00 g, 9.99 mmol) and 1-iodo-3-nitro-benzene (3.00 g, 12.0 mmol) in a manner analogous to Example 204a. 1H NMR (400 MHz, CDCl3, δ, ppm): 8.21 (s, 1H), 8.13 (d, J=8.2 Hz, 1H), 7.74 (d, J=7.8 Hz, 1H), 7.58 (t, J=8.0 Hz, 1H), 3.77 (t, J=4.9 Hz, 2H), 3.74 (s, 2H), 3.28 (t, J=4.8 Hz, 2H). MS=222 (MH)+. 205 b) To a solution of 1-(3-nitro-phenyl)-piperazin-2-one (0.629 g, 2.84 mmol), acetaldehyde (0.20 mL, 3.6 mmol) and aceti... Reactants: BrC1=CC=C(C=C1)CCC1(COC(OC1)(C)C)NC(C)=O (N-{5-[2-(4-bromophenyl)ethyl]-2,2-dimethyl-1,3-dioxan-5-yl}acetamide), C(=O)C1=CC=C(S1)B(O)O (5-formyl-2-thiopheneboronic acid), C(O)([O-])=O.[Na+] (sodium hydrogen carbonate), C(C)(C)(C)P(C1=C(C=CC=C1)C1=CC=CC=C1)C(C)(C)C (2-(di-t-butylphosphino)biphenyl). Reagents/catalysts: C(C)(=O)[O-].[Pd+2].C(C)(=O)[O-] (palladium(II) acetate). Run in COCCOC (1,2-dimethoxyethane), O (water). The product is C(=O)C1=CC=C(S1)C1=CC=C(C=C1)CCC1(COC(OC1)(C)C)NC(C)=O (N-(5-{2-[4-(5-formyl-2-thienyl)phenyl]ethyl}-2,2-dimethyl-1,3-dioxan-5-yl)acetamide). Yield: 21.5%. As a reaction SMILES: Br[C:2]1[CH:7]=[CH:6][C:5]([CH2:8][CH2:9][C:10]2([NH:18][C:19](=[O:21])[CH3:20])[CH2:15][O:14][C:13]([CH3:17])([CH3:16])[O:12][CH2:11]2)=[CH:4][CH:3]=1.[CH:22]([C:24]1[S:28][C:27](B(O)O)=[CH:26][CH:25]=1)=[O:23].C(=O)([O-])O.[Na+].C(P(C(C)(C)C)C1C=CC=CC=1C1C=CC=CC=1)(C)(C)C>COCCOC.C([O-])(=O)C.[Pd+2].C([O-])(=O)C.O>[CH:22]([C:24]1[S:28][C:27]([C:2]2[CH:7]=[CH:6][C:5]([CH2:8][CH2:9][C:10]3([NH:18][C:19](=[O:21])[CH3:20])[CH2:15][O:14][C:13]([CH3:17])([CH3:16])[O:12][CH2:11]3)=[CH:4][CH:3]=2)=[CH:26][CH:25]=1)=[O:23] |f:2.3,6.7.8|. Reported procedure: A mixed solution of N-{5-[2-(4-bromophenyl)ethyl]-2,2-dimethyl-1,3-dioxan-5-yl}acetamide (1.07 g) of Reference Example 5, 5-formyl-2-thiopheneboronic acid (0.56 g), sodium hydrogen carbonate (1.51 g), palladium(II) acetate (33.7 mg) and 2-(di-t-butylphosphino)biphenyl (89.5 mg) in 1,2-dimethoxyethane (12 mL)-water (4 mL) was stirred at 65° C. for 9 hr under a nitrogen atmosphere. The reaction mixture was extracted with ethyl acetate. The extract was washed with saturated brine, and dried over an... Starting materials: CC(C)(C)c1cc(Br)cc2c1OCC2(C)C, [Li]C(C)(C)C, C1CCOC1, CN(C)C=O. The product is CC(C)(C)c1cc(C=O)cc2c1OCC2(C)C. Reaction SMILES: [Br:6][c:7]1[cH:8][c:9]2[c:10]([c:16]([C:18]([CH3:19])([CH3:20])[CH3:21])[cH:17]1)[O:11][CH2:12][C:13]2([CH3:14])[CH3:15].[C:1]([Li:2])([CH3:3])([CH3:4])[CH3:5].[CH2:27]1[O:28][CH2:29][CH2:30][CH2:31]1.[CH3:22][N:23]([CH:24]=[O:25])[CH3:26]>>[c:7]1([CH:24]=[O:25])[cH:8][c:9]2[c:10]([c:16]([C:18]([CH3:19])([CH3:20])[CH3:21])[cH:17]1)[O:11][CH2:12][C:13]2([CH3:14])[CH3:15]. The reactants are ClC1=C(C=NC=2N1N=CC2C(=O)OCC)C(=O)N2CCC(CC2)C2=CC=CC=C2 (7-Chloro-3-ethoxycarbonyl-6-(4-phenylpiperidine-1-carbonyl)pyrazolo[1,5-a]pyrimidine), NC=1C=C2C=CNC2=CC1 (5-aminoindole). Yields the product C(C)OC(=O)C=1C=NN2C1N=CC(=C2NC=2C=C1C=CNC1=CC2)C(=O)N2CCC(CC2)C2=CC=CC=C2 (3-Ethoxycarbonyl-7-(5-indolylamino)-6-(4-phenylpiperidine-1-carbonyl)pyrazolo[1,5-a]pyrimidine). The yield is 100.5%. As a reaction SMILES: Cl[C:2]1[N:7]2[N:8]=[CH:9][C:10]([C:11]([O:13][CH2:14][CH3:15])=[O:12])=[C:6]2[N:5]=[CH:4][C:3]=1[C:16]([N:18]1[CH2:23][CH2:22][CH:21]([C:24]2[CH:29]=[CH:28][CH:27]=[CH:26][CH:25]=2)[CH2:20][CH2:19]1)=[O:17].[NH2:30][C:31]1[CH:32]=[C:33]2[C:37](=[CH:38][CH:39]=1)[NH:36][CH:35]=[CH:34]2>>[CH2:14]([O:13][C:11]([C:10]1[CH:9]=[N:8][N:7]2[C:2]([NH:30][C:31]3[CH:32]=[C:33]4[C:37](=[CH:38][CH:39]=3)[NH:36][CH:35]=[CH:34]4)=[C:3]([C:16]([N:18]3[CH2:23][CH2:22][CH:21]([C:24]4[CH:29]=[CH:28][CH:27]=[CH:26][CH:25]=4)[CH2:20][CH2:19]3)=[O:17])[CH:4]=[N:5][C:6]=12)=[O:12])[CH3:15]. Procedure details: In the same manner as in Example 19, step 5 and using 7-chloro-3-ethoxycarbonyl-6-(4-phenylpiperidine-1-carbonyl)pyrazolo[1,5-a]pyrimidine (0.15 g, 0.36 mmol) obtained in Example 19, step 4 and 5-aminoindole (0.072 g, 0.54 mmol), the title compound (0.184 g, 99%) was obtained. The solvent is C1(=CC=CC=C1)C (toluene). Starting materials: BrC1=CC=C(C=C1)SCCC(CC(C)=O)O (6-(4-bromophenylthio)-4-hydroxy-2-hexanone), C1(=CC=C(C=C1)S(=O)(=O)O)C (p-toluene sulfonic acid). As a reaction SMILES: [Br:1][C:2]1[CH:7]=[CH:6][C:5]([S:8][CH2:9][CH2:10][CH:11](O)[CH2:12][C:13](=[O:15])[CH3:14])=[CH:4][CH:3]=1.C1(C)C=CC(S(O)(=O)=O)=CC=1>C1(C)C=CC=CC=1>[Br:1][C:2]1[CH:3]=[CH:4][C:5]([S:8][CH2:9][CH2:10][CH:11]=[CH:12][C:13](=[O:15])[CH3:14])=[CH:6][CH:7]=1. Isolated yield 95.1%. Reported procedure: 1.50 Grams of 6-(4-bromophenylthio)-4-hydroxy-2-hexanone were dissolved in 100 ml of toluene, and 0.07 g of p-toluene sulfonic acid was added thereto. The resulting mixture was refluxed for 2.5 hours with stirring. After having been cooled, the mixture was washed with a saturated aqueous sodium hydrogencarbonate solution and then saturated aqueous sodium chloride solution. Then the mixture was dried over anhydrous magnesium sulfate. Removing the solvent from the mixture under reduced pressure ga... Yields the product BrC1=CC=C(C=C1)SCCC=CC(C)=O (6-(4-bromophenylthio)-3-hexen-2-one).